From a dataset of the Open Reaction Database (ORD), a public repository of structured organic reaction records. describe an organic reaction: reactants, conditions, products, and yield Starting materials: C[Si](C)(C)Cl, OC1CCCCC1. The product is C[Si](C)(C)OC1CCCCC1. Reaction SMILES: [CH3:8][Si:9]([CH3:10])([CH3:11])[Cl:12].[OH:1][CH:2]1[CH2:3][CH2:4][CH2:5][CH2:6][CH2:7]1>>[O:1]([CH:2]1[CH2:3][CH2:4][CH2:5][CH2:6][CH2:7]1)[Si:9]([CH3:8])([CH3:10])[CH3:11]. Starting materials: C(C=C)Br (allyl bromide), C(C)=NC1CCCCC1 (N-(ethylidene)-cyclohexylamine), C(C)(C)(C)OC1=C(C=NC=C1F)C (4-t-butoxy-5-fluoro-3-methylpyridine), C1CCOC1 (THF), [Li+].CC(C)[N-]C(C)C (LDA), C(C)(C)NC(C)C (diisopropylamine), [Li]CCCC (n-BuLi), C1CCOC1 (THF). Run at time 15 minute. The product is C(C=C)C(C=O)C1=NC=C(C(=C1C)OC(C)(C)C)F (2-allyl-2-(4-t-Butoxy-5-fluoro-3-methyl-2-pyridinyl)-acetaldehyde). The yield is 73.0%. As a reaction SMILES: [Li+].CC([N-]C(C)C)C.C(NC(C)C)(C)C.[Li]CCCC.C(=N[CH:24]1[CH2:29][CH2:28]C[CH2:26][CH2:25]1)C.[C:30]([O:34][C:35]1[C:40]([F:41])=[CH:39][N:38]=[CH:37][C:36]=1[CH3:42])([CH3:33])([CH3:32])[CH3:31].C(Br)C=C.C1C[O:50]CC1>>[CH2:24]([CH:29]([C:37]1[C:36]([CH3:42])=[C:35]([O:34][C:30]([CH3:33])([CH3:32])[CH3:31])[C:40]([F:41])=[CH:39][N:38]=1)[CH:28]=[O:50])[CH:25]=[CH2:26] |f:0.1|. Procedure details: To a solution of LDA (1.75 mmol, prepared from diisopropylamine (0.23 mL) and n-BuLi (2.5 M in hexanes, 0.70 mL) in THF (2.0 mL) at 0° C. was added N-(ethylidene)-cyclohexylamine (1.70 mmol, prepared in situ from acetaldehyde and cyclohexylamine) dropwise, and the reaction mixture was warmed to room temperature and stirred for 15 minutes. To this solution was added 4-t-butoxy-5-fluoro-3-methylpyridine (0.10 mL, 0.50 mmol) in THF (0.5 mL) dropwise and the mixture was stirred for 1 hour. To this m...